This data is from the Open Reaction Database (ORD), a public repository of structured organic reaction records. The task is: describe an organic reaction: reactants, conditions, products, and yield Solvent: C1(=CC=CC=C1)C (toluene). Conditions: temperature 90 celsius. Yields the product [N+](=O)([O-])C1=C(C=CC=C1)C1=CC=2C=3C=C4C(=CC3N(C2C=C1)C1=CC=CC=C1)C1=CC=CC=C1C=1C=CC=CC14 (13-(2-nitrophenyl)-10-phenyl-10H-phenanthro[9,10-b]carbazole). The reagents and catalysts are C=1C=CC(=CC1)[P](C=2C=CC=CC2)(C=3C=CC=CC3)[Pd]([P](C=4C=CC=CC4)(C=5C=CC=CC5)C=6C=CC=CC6)([P](C=7C=CC=CC7)(C=8C=CC=CC8)C=9C=CC=CC9)[P](C=1C=CC=CC1)(C=1C=CC=CC1)C=1C=CC=CC1 (tetrakis(triphenylphosphine)palladium). The reactants are C1(=CC=CC=C1)N1C=2C=CC(=CC2C=2C=C3C(=CC12)C1=CC=CC=C1C=1C=CC=CC13)B1OC(C(O1)(C)C)(C)C (10-phenyl-13-(4,4,5,5-tetra methyl-1,3,2-dioxaborolan-2-yl)-10H-phenanthro[9,10-b]carbazole), BrC1=C(C=CC=C1)[N+](=O)[O-] (1-bromo-2-nitrobenzene), C(=O)([O-])[O-].[Na+].[Na+] (Na2CO3), CCO (EtOH). RXN SMILES: [C:1]1([N:7]2[C:19]3[CH:18]=[C:17]4[C:20]5[C:25]([C:26]6[CH:27]=[CH:28][CH:29]=[CH:30][C:31]=6[C:16]4=[CH:15][C:14]=3[C:13]3[CH:12]=[C:11](B4OC(C)(C)C(C)(C)O4)[CH:10]=[CH:9][C:8]2=3)=[CH:24][CH:23]=[CH:22][CH:21]=5)[CH:6]=[CH:5][CH:4]=[CH:3][CH:2]=1.Br[C:42]1[CH:47]=[CH:46][CH:45]=[CH:44][C:43]=1[N+:48]([O-:50])=[O:49].C([O-])([O-])=O.[Na+].[Na+].CCO>C1C=CC([P]([Pd]([P](C2C=CC=CC=2)(C2C=CC=CC=2)C2C=CC=CC=2)([P](C2C=CC=CC=2)(C2C=CC=CC=2)C2C=CC=CC=2)[P](C2C=CC=CC=2)(C2C=CC=CC=2)C2C=CC=CC=2)(C2C=CC=CC=2)C2C=CC=CC=2)=CC=1.C1(C)C=CC=CC=1>[N+:48]([C:43]1[CH:44]=[CH:45][CH:46]=[CH:47][C:42]=1[C:11]1[CH:10]=[CH:9][C:8]2[N:7]([C:1]3[CH:2]=[CH:3][CH:4]=[CH:5][CH:6]=3)[C:19]3[CH:18]=[C:17]4[C:20]5[C:25]([C:26]6[CH:27]=[CH:28][CH:29]=[CH:30][C:31]=6[C:16]4=[CH:15][C:14]=3[C:13]=2[CH:12]=1)=[CH:24][CH:23]=[CH:22][CH:21]=5)([O-:50])=[O:49] |f:2.3.4,^1:63,65,84,103|. Yield: 68.6%. Reported procedure: A mixture of 11.5 g (22.1 mmol) of 10-phenyl-13-(4,4,5,5-tetra methyl-1,3,2-dioxaborolan-2-yl)-10H-phenanthro[9,10-b]carbazole, 5.4 g (26.5 mmol) of 1-bromo-2-nitrobenzene, 0.44 g (0.4 mmol) of tetrakis(triphenylphosphine)palladium, 30 ml of 2M Na2CO3, 40 ml of EtOH and 80 ml toluene was degassed and placed under nitrogen, and then heated at 90° C. overnight. After finishing the reaction, the mixture was allowed to cool to room temperature. The solution was extracted with 250 ml of ethyl acetate... The reactants are ClC=1C=C2CC(C(C2=CC1)=O)N1C(=NC=C1)C(=O)N (1-(5-chloro-1-oxo-2-indanyl)imidazole-2-carboxamide), Cl (hydrochloric acid). The solvent is CO (methanol). The product is Cl.ClC1=CC=2CC3=C(NC(C=4N3C=CN4)=O)C2C=C1 (8-chloro-5H, 10H-imidazo[1,2-a]indeno[1,2-e]pyrazin-4-one hydrochloride). Yield: 142.8%. RXN SMILES: [Cl:1][C:2]1[CH:3]=[C:4]2[C:8](=[CH:9][CH:10]=1)[C:7](=O)[CH:6]([N:12]1[CH:16]=[CH:15][N:14]=[C:13]1[C:17]([NH2:19])=[O:18])[CH2:5]2.Cl>CO>[ClH:1].[Cl:1][C:2]1[CH:10]=[CH:9][C:8]2[C:7]3[NH:19][C:17](=[O:18])[C:13]4[N:12]([CH:16]=[CH:15][N:14]=4)[C:6]=3[CH2:5][C:4]=2[CH:3]=1 |f:3.4|. Reported procedure: The procedure is carried out as in Example 1 but starting with 0.84 g of 1-(5-chloro-1-oxo-2-indanyl)imidazole-2-carboxamide, a total of 55 ml of methanol and 4 ml of a 12N aqueous hydrochloric acid solution. 0.64 g of 8-chloro-5H, 10H-imidazo[1,2-a]indeno[1,2-e]pyrazin-4-one hydrochloride is thus obtained which decomposes without melting above 300° C. [NMR spectrum: (200 MHz; DMSO-d6 ; δ in ppm): 4.07 [s, 2H: --CH2-- in position 10 (observed in DMSO-d6 plus a few drops of CD3COOD-d4)]; 7.55 (dd... The reactants are CC(C)(C)OC(=O)NCc1ccc(Br)s1, [Li]CCCC, CCOC(C)=O, CCCCCC, CON(C)C(=O)c1cc(Cl)ccc1N, C1CCOC1, O. Product: CC(C)(C)OC(=O)NCc1ccc(C(=O)c2cc(Cl)ccc2N)s1. As a reaction SMILES: [Br:20][c:21]1[s:22][c:23]([CH2:26][NH:27][C:28](=[O:29])[O:30][C:31]([CH3:32])([CH3:33])[CH3:34])[cH:24][cH:25]1.[CH2:35]([Li:36])[CH2:37][CH2:38][CH3:39].[CH2:40]([O:41][C:42](=[O:43])[CH3:44])[CH3:45].[CH3:47][CH2:48][CH2:49][CH2:50][CH2:51][CH3:52].[CH3:6][N:7]([C:8]([c:9]1[c:10]([NH2:16])[cH:11][cH:12][c:13]([Cl:15])[cH:14]1)=[O:17])[O:18][CH3:19].[O:1]1[CH2:2][CH2:3][CH2:4][CH2:5]1.[OH2:46]>>[C:8]([c:9]1[c:10]([NH2:16])[cH:11][cH:12][c:13]([Cl:15])[cH:14]1)(=[O:17])[c:21]1[s:22][c:23]([CH2:26][NH:27][C:28](=[O:29])[O:30][C:31]([CH3:32])([CH3:33])[CH3:34])[cH:24][cH:25]1.